From a dataset of the Open Reaction Database (ORD), a public repository of structured organic reaction records. describe an organic reaction: reactants, conditions, products, and yield The reactants are FC=1C=C(C=CC1)C1OC2=CC=C(C=C2CC1)O (2-(3-fluorophenyl)chroman-6-ol), FC1=C(C=CC=C1F)C1OC2=CC=C(C=C2C(C1)O)O (2-(2,3-difluorophenyl)chroman-4,6-diol). Yields the product FC1=C(C=CC=C1F)C1OC2=CC=C(C=C2CC1)O (2-(2,3-Difluorophenyl)chroman-6-ol). Reaction SMILES: FC1C=C(C2CCC3C(=CC=C(O)C=3)O2)C=CC=1.[F:19][C:20]1[C:25]([F:26])=[CH:24][CH:23]=[CH:22][C:21]=1[CH:27]1[CH2:36][CH:35](O)[C:34]2[C:29](=[CH:30][CH:31]=[C:32]([OH:38])[CH:33]=2)[O:28]1>>[F:19][C:20]1[C:25]([F:26])=[CH:24][CH:23]=[CH:22][C:21]=1[CH:27]1[CH2:36][CH2:35][C:34]2[C:29](=[CH:30][CH:31]=[C:32]([OH:38])[CH:33]=2)[O:28]1. Procedure: 2-(2,3-Difluorophenyl)chroman-6-ol was prepared as described for 2-(3-fluorophenyl)chroman-6-ol in Example 9(c) starting from 1.5 g of 2-(2,3-difluorophenyl)chroman-4,6-diol. 1H NMR (400 MHz, d6-DMSO) δ: 8.85 (s, 1H), 7.41 (m, 1H), 7.33 (m, 1H), 7.26 (m, 1H), 6.64 (dd, 1H, 9.0, 2.8 Hz), 6.54-6.51 (m, 2H), 5.25 (dd, 1H, J 10.2, 2.2 Hz), 2.93 (m, 1H), 2.66 (m, 1H), 2.14 (m, 1H), 2.01 (m, 1H). The reactants are O=C=NCc1ccccc1, CCN(C(C)C)C(C)C, ClCCl, Nc1nonc1C(=NO)Nc1ccc(F)c(Cl)c1. The product is Nc1nonc1C(=NOC(=O)NCc1ccccc1)Nc1ccc(F)c(Cl)c1. As a reaction SMILES: [CH2:28]([c:29]1[cH:30][cH:31][cH:32][cH:33][cH:34]1)[N:35]=[C:36]=[O:37].[CH:19]([N:20]([CH2:21][CH3:22])[CH:23]([CH3:24])[CH3:25])([CH3:26])[CH3:27].[Cl:38][CH2:39][Cl:40].[NH2:1][c:2]1[c:3]([C:7]([NH:8][c:9]2[cH:10][c:11]([Cl:16])[c:12]([F:15])[cH:13][cH:14]2)=[N:17][OH:18])[n:4][o:5][n:6]1>>[NH2:1][c:2]1[c:3]([C:7]([NH:8][c:9]2[cH:10][c:11]([Cl:16])[c:12]([F:15])[cH:13][cH:14]2)=[N:17][O:18][C:36]([NH:35][CH2:28][c:29]2[cH:30][cH:31][cH:32][cH:33][cH:34]2)=[O:37])[n:4][o:5][n:6]1.